From a dataset of the Open Reaction Database (ORD), a public repository of structured organic reaction records. describe an organic reaction: reactants, conditions, products, and yield Reactants: F[C@@]12CCC([C@@]1(C)CC[C@@H]1[C@]3(CC[C@@H](CC3=CC[C@@H]21)O)C)=O (14α-fluoro -3β-hydroxyandrost-5(6)-en-17 -one), C(C)(=O)O (acetic acid), O (water), ( i ), CC(=O)C.OS(=O)(=O)O.O=[Cr](=O)=O (Jones reagent). The solvent is CC(=O)C (acetone). Yields the product F[C@@]12CCC([C@@]1(C)CC[C@@H]1[C@]3(CCC(C=C3CC[C@@H]21)=O)C)=O (14α-Fluoroandrost-4-ene-3, 17-dione). The yield is 99.6%. Reaction SMILES: [F:1][C@:2]12[C@H:19]3[C@@H:10]([C@:11]4([CH3:21])[C:16](=[CH:17][CH2:18]3)[CH2:15][C@@H:14]([OH:20])[CH2:13][CH2:12]4)[CH2:9][CH2:8][C@:6]1([CH3:7])[C:5](=[O:22])[CH2:4][CH2:3]2.CC(C)=O.OS(O)(=O)=O.O=[Cr](=O)=O.C(O)(=O)C.O>CC(C)=O>[F:1][C@:2]12[C@H:19]3[C@@H:10]([C@:11]4([CH3:21])[C:16]([CH2:17][CH2:18]3)=[CH:15][C:14](=[O:20])[CH2:13][CH2:12]4)[CH2:9][CH2:8][C@:6]1([CH3:7])[C:5](=[O:22])[CH2:4][CH2:3]2 |f:1.2.3|. Procedure details: A solution of 14α-fluoro -3β-hydroxyandrost-5(6)-en-17 -one (93 mg), prepared as described in (i) above, in acetone (20 ml) was treated with Jones reagent (0.10 ml) at 0°-5° for 5 min. Excess Jones reagent was destroyed by the addition of isopropanol (0.2 ml) and water (5 ml) was added. The organic solvents were then evaporated off in vacuo and the aqueous residue was extracted with chloroform. The chloroform was evaporated in vacuo and the thus-obtained residue dissolved in warm methanol (10 ml... Reactants: CC1(CC(C(NC2=C1C=CC(=C2)[N+](=O)[O-])=O)NC(C)=O)C (N-(5,5-Dimethyl-8-nitro-2-oxo-2,3,4,5-tetrahydro-1H-1-benzazepin-3-yl)-acetamide), ClC1=NC=C(C(=N1)NC1=C(C(=O)NC)C=CC=C1F)Cl (2-(2,5-Dichloro-pyrimidin-4-ylamino)-3-fluoro-N-methyl-benzamide). The product is C(C)(=O)NC1C(NC2=C(C(C1)(C)C)C=CC(=C2)NC2=NC=C(C(=N2)NC2=C(C(=O)NC)C=CC=C2F)Cl)=O (2-[2-(3-Acetylamino-5,5-dimethyl-2-oxo-2,3,4,5-tetrahydro-1H-1-benzazepin-8-ylamino)-5-chloro-pyrimidin-4-ylamino]-3-fluoro-N-methyl-benzamide). As a reaction SMILES: [CH3:1][C:2]1([CH3:21])[C:8]2[CH:9]=[CH:10][C:11]([N+:13]([O-])=O)=[CH:12][C:7]=2[NH:6][C:5](=[O:16])[CH:4]([NH:17][C:18](=[O:20])[CH3:19])[CH2:3]1.Cl[C:23]1[N:28]=[C:27]([NH:29][C:30]2[C:39]([F:40])=[CH:38][CH:37]=[CH:36][C:31]=2[C:32]([NH:34][CH3:35])=[O:33])[C:26]([Cl:41])=[CH:25][N:24]=1>>[C:18]([NH:17][CH:4]1[CH2:3][C:2]([CH3:21])([CH3:1])[C:8]2[CH:9]=[CH:10][C:11]([NH:13][C:23]3[N:28]=[C:27]([NH:29][C:30]4[C:39]([F:40])=[CH:38][CH:37]=[CH:36][C:31]=4[C:32]([NH:34][CH3:35])=[O:33])[C:26]([Cl:41])=[CH:25][N:24]=3)=[CH:12][C:7]=2[NH:6][C:5]1=[O:16])(=[O:20])[CH3:19]. Reported procedure: 2-[2-(3-Acetylamino-5,5-dimethyl-2-oxo-2,3,4,5-tetrahydro-1H-1-benzazepin-8-ylamino)-5-chloro-pyrimidin-4-ylamino]-3-fluoro-N-methyl-benzamide was prepared from N-(5,5-Dimethyl-8-nitro-2-oxo-2,3,4,5-tetrahydro-1H-1-benzazepin-3-yl)-acetamide and 2-(2,5-Dichloro-pyrimidin-4-ylamino)-3-fluoro-N-methyl-benzamide in an analogous manner to Example 1221d. (62 mg, 43%). HPLC purity=99%, LCMS 524 (M+H), 1H-NMR (DMSO-d6, 400 MHz) δ 9.53 (s, 1H), 9.39 (s, 1H), 9.35 (s, 1H), 8.51 (d, J=4.6 Hz, 1H), 8.19 (s... Reactants: C1CCOC1, CCO, Cl, [Na+], [OH-], CCOC(=O)CCCOc1ccc(C(=C2CC(C)(C)CC(C)(C)C2)c2ccc(O)cc2)cc1. Yields the product CC1(C)CC(=C(c2ccc(O)cc2)c2ccc(OCCCC(=O)O)cc2)CC(C)(C)C1. RXN SMILES: [CH2:37]1[O:38][CH2:39][CH2:40][CH2:41]1.[CH3:42][CH2:43][OH:44].[ClH:36].[Na+:35].[OH-:34].[OH:1][c:2]1[cH:3][cH:4][c:5]([C:8]([c:9]2[cH:10][cH:11][c:12]([O:15][CH2:16][CH2:17][CH2:18][C:19](=[O:20])[O:21][CH2:22][CH3:23])[cH:13][cH:14]2)=[C:24]2[CH2:25][C:26]([CH3:32])([CH3:33])[CH2:27][C:28]([CH3:30])([CH3:31])[CH2:29]2)[cH:6][cH:7]1>>[OH:1][c:2]1[cH:3][cH:4][c:5]([C:8]([c:9]2[cH:10][cH:11][c:12]([O:15][CH2:16][CH2:17][CH2:18][C:19](=[O:20])[OH:21])[cH:13][cH:14]2)=[C:24]2[CH2:25][C:26]([CH3:32])([CH3:33])[CH2:27][C:28]([CH3:30])([CH3:31])[CH2:29]2)[cH:6][cH:7]1.